Dataset: the Open Reaction Database (ORD), a public repository of structured organic reaction records. Task: describe an organic reaction: reactants, conditions, products, and yield The yield is 33.9%. Solvent: CO (MeOH). Procedure details: A solution of 2-chloro-5-iodobenzoic acid (28 g, 99 mmoles) and toluene (198 mL) was cooled to 0° C. A 1M diisobutyl aluminium hydride (DIBAL) solution in toluene 208 mL, 208 mmol) solution was added drop wise over 20 minutes. The solution was allowed to slowly warm to rt. After 16 h the solution was cooled to 0° C., MeOH and 1M HCl was slowly added (exothermic reaction). The solution became clumpy and was filtered and the clumps washed with EtOAc. The organic phase was then isolated and the aqu... As a reaction SMILES: [Cl:1][C:2]1[CH:10]=[CH:9][C:8]([I:11])=[CH:7][C:3]=1[C:4](O)=[O:5].C1(C)C=CC=CC=1.[H-].C([Al+]CC(C)C)C(C)C.Cl>CO>[Cl:1][C:2]1[CH:10]=[CH:9][C:8]([I:11])=[CH:7][C:3]=1[CH2:4][OH:5] |f:2.3|. Product: ClC1=C(C=C(C=C1)I)CO ((2-Chloro-5-iodophenyl)methanol). Reactants: Cl (HCl), ClC1=C(C(=O)O)C=C(C=C1)I (2-chloro-5-iodobenzoic acid), C1(=CC=CC=C1)C (toluene), [H-].C(C(C)C)[Al+]CC(C)C (diisobutyl aluminium hydride), C1(=CC=CC=C1)C (toluene). The product is C(CCCCC)O[C@@H]1[C@]2(C)[C@@H](CC1)[C@@H]1CC[C@H]3N(C(CC[C@]3(C)[C@H]1CC2)=O)C (17β-hexoxy-4-methyl-5α-4-azaandrostan-3-one). Solvent: O (water), CS(=O)C (DMSO). Reaction SMILES: [OH:1][C@H:2]1[CH2:7][CH2:6][C@H:5]2[C@H:8]3[C@H:18]([CH2:19][CH2:20][C@:3]12[CH3:4])[C@:16]1([CH3:17])[C@H:11]([N:12]([CH3:22])[C:13](=[O:21])[CH2:14][CH2:15]1)[CH2:10][CH2:9]3.[OH-].[K+].[CH2:25](I)[CH2:26][CH2:27][CH2:28][CH2:29][CH3:30]>CS(C)=O.O>[CH2:25]([O:1][C@H:2]1[CH2:7][CH2:6][C@H:5]2[C@H:8]3[C@H:18]([CH2:19][CH2:20][C@:3]12[CH3:4])[C@:16]1([CH3:17])[C@H:11]([N:12]([CH3:22])[C:13](=[O:21])[CH2:14][CH2:15]1)[CH2:10][CH2:9]3)[CH2:26][CH2:27][CH2:28][CH2:29][CH3:30] |f:1.2|. Reactants: O[C@@H]1[C@]2(C)[C@@H](CC1)[C@@H]1CC[C@H]3N(C(CC[C@]3(C)[C@H]1CC2)=O)C (17β-hydroxy-4-methyl-5α-4-azaandrostan-3-one), [OH-].[K+] (KOH), C(CCCCC)I (n-hexyliodide). Reported procedure: To a solution of 17β-hydroxy-4-methyl-5α-4-azaandrostan-3-one (102 mg, 0.336 mmol) in DMSO (3 ml) was added powdered KOH (300 mg) followed by n-hexyliodide (400 μl). After stirring the reaction mixture overnight, the reaction was diluted with water and extracted with ethyl acetate. The organic layer was washed with water, then brine, then dried (MgSO4), and concentrated in vacuo. The residue was then purified by preparative thin layer chromatography to afford the title compound, characterized by... Reaction conditions: time 8 hour.